This data is from the Open Reaction Database (ORD), a public repository of structured organic reaction records. The task is: describe an organic reaction: reactants, conditions, products, and yield Solvent: CN(C=O)C (dimethylformamide). Starting materials: ClCCCC1OCCO1 (2-(3-chloropropyl)-dioxolan), COC1=C(C=CC=C1)N1CCNCC1 (1-(2-methoxyphenyl)-piperazine), ice. Yields the product COC1=C(C=CC=C1)N1CCN(CC1)CCCC1OCCO1 (2-{3-[4-(2-methoxyphenyl)-1-piperazinyl]-propyl}-dioxolan). Procedure details: A solution of 5.4 g of 2-(3-chloropropyl)-dioxolan and 15.9 g of 1-(2-methoxyphenyl)-piperazine in 60 ml of dimethylformamide was stirred at 80° C. for 4 hours. After cooling to 20°-25° C., the reaction mixture was poured into 500 ml of ice cold 0.5N aqueous sodium hydroxide solution and extracted with dichloromethane. The organic phase was washed with water and dried on anhydrous sodium sulfate. The solvent was removed in vacuo, and the residue was purified by flash chromatography on silica gel... Isolated yield 89.2%. As a reaction SMILES: Cl[CH2:2][CH2:3][CH2:4][CH:5]1[O:9][CH2:8][CH2:7][O:6]1.[CH3:10][O:11][C:12]1[CH:17]=[CH:16][CH:15]=[CH:14][C:13]=1[N:18]1[CH2:23][CH2:22][NH:21][CH2:20][CH2:19]1>CN(C)C=O>[CH3:10][O:11][C:12]1[CH:17]=[CH:16][CH:15]=[CH:14][C:13]=1[N:18]1[CH2:23][CH2:22][N:21]([CH2:2][CH2:3][CH2:4][CH:5]2[O:9][CH2:8][CH2:7][O:6]2)[CH2:20][CH2:19]1.